From a dataset of the Open Reaction Database (ORD), a public repository of structured organic reaction records. describe an organic reaction: reactants, conditions, products, and yield Reactants: Cc1cccc(O)c1, ClC(Cl)Cl, C=CC(C)=O, c1c[nH]cn1. Product: CC(=O)CCOc1cccc(C)c1. Reaction SMILES: [CH3:1][c:2]1[cH:3][cH:4][cH:5][c:6]([OH:7])[cH:8]1.[CH:19]([Cl:20])([Cl:21])[Cl:22].[CH:9](=[CH2:10])[C:11](=[O:12])[CH3:13].[nH:14]1[cH:15][cH:16][n:17][cH:18]1>>[CH3:1][c:2]1[cH:3][cH:4][cH:5][c:6]([O:7][CH2:10][CH2:9][C:11](=[O:12])[CH3:13])[cH:8]1. Reactants: COC(=O)c1ccc(Br)cc1O, O=C([O-])[O-], CCCC[N+](CCCC)(CCCC)Cc1ccccc1, C=CCBr, CC#N, [Cl-], [K+], [K+]. Product: C=CCOc1cc(Br)ccc1C(=O)OC. Reaction SMILES: [Br:11][c:12]1[cH:13][c:14]([OH:22])[c:15]([C:16](=[O:17])[O:18][CH3:19])[cH:20][cH:21]1.[C:1](=[O:2])([O-:3])[O-:4].[CH2:24]([N+:25]([CH2:26][CH2:27][CH2:28][CH3:29])([CH2:30][CH2:31][CH2:32][CH3:33])[CH2:34][CH2:35][CH2:36][CH3:37])[c:38]1[cH:39][cH:40][cH:41][cH:42][cH:43]1.[CH2:7]([CH:8]=[CH2:9])[Br:10].[CH3:44][C:45]#[N:46].[Cl-:23].[K+:5].[K+:6]>>[CH2:7]=[CH:8][CH2:9][O:22][c:14]1[cH:13][c:12]([Br:11])[cH:21][cH:20][c:15]1[C:16](=[O:17])[O:18][CH3:19]. Starting materials: C(C)(C)(C)[C@@H]1CC[C@H](CC1)OC=1C=C2C(=CC(=NC2=CC1)CN1CC(C1)C(=O)O)C(F)(F)F (1-[6-(trans-4-tert-Butyl-cyclohexyloxy)-4-trifluoromethyl-quinolin-2-ylmethyl]-azetidine-3-carboxylic acid), COC(=O)C1CN(C1)CC=1C=C2C=CC(=NC2=CC1)O[C@@H]1CC[C@H](CC1)C(C)(C)C (1-[2-(trans-4-tert-Butyl-cyclohexyloxy)-quinolin-6-ylmethyl]-azetidine-3-carboxylic acid methyl ester). Product: C(C)(C)(C)[C@@H]1CC[C@H](CC1)OC1=NC2=CC=C(C=C2C=C1)CN1CC(C1)C(=O)O (1-[2-(trans-4-tert-Butyl-cyclohexyloxy)-quinolin-6-ylmethyl]-azetidine-3-carboxylic acid). RXN SMILES: C([C@H]1CC[C@H](OC2C=C3C(=CC=2)N=C(CN2CC(C(O)=O)C2)C=C3C(F)(F)F)CC1)(C)(C)C.C[O:35][C:36]([CH:38]1[CH2:41][N:40]([CH2:42][C:43]2[CH:44]=[C:45]3[C:50](=[CH:51][CH:52]=2)[N:49]=[C:48]([O:53][C@H:54]2[CH2:59][CH2:58][C@H:57]([C:60]([CH3:63])([CH3:62])[CH3:61])[CH2:56][CH2:55]2)[CH:47]=[CH:46]3)[CH2:39]1)=[O:37]>>[C:60]([C@H:57]1[CH2:56][CH2:55][C@H:54]([O:53][C:48]2[CH:47]=[CH:46][C:45]3[C:50](=[CH:51][CH:52]=[C:43]([CH2:42][N:40]4[CH2:41][CH:38]([C:36]([OH:37])=[O:35])[CH2:39]4)[CH:44]=3)[N:49]=2)[CH2:59][CH2:58]1)([CH3:63])([CH3:61])[CH3:62]. Reported procedure: Synthesized as per 1-[6-(trans-4-tert-Butyl-cyclohexyloxy)-4-trifluoromethyl-quinolin-2-ylmethyl]-azetidine-3-carboxylic acid using 1-[2-(trans-4-tert-Butyl-cyclohexyloxy)-quinolin-6-ylmethyl]-azetidine-3-carboxylic acid methyl ester as starting material. ESI-MS(M+H+): 397.39; 1H NMR (400 MHz, METHANOL-d4) Shift 8.15 (d, J=8.78 Hz, 1H), 7.89-7.94 (m, 1H), 7.86 (d, J=8.78 Hz, 1H), 7.67 (dd, J=1.88, 8.66 Hz, 1H), 6.96 (d, J=8.78 Hz, 1H), 5.10-5.22 (m, 1H), 4.55 (s, 2H), 4.20-4.47 (m, 4H), 3.71 (qu... The reactants are C(C1=CC=CC=C1)N(C1=C(C(=CC=C1)NS(=O)(=O)C)C)CC1=CC=C(OC2=CC=C(C=C2)CCC(=O)O)C=C1 (3-(4-{4-[(benzyl{2-methyl-3-[(methylsulfonyl)amino]phenyl}amino)methyl]phenoxy}phenyl)propanoic acid), Cl.C(C)OC(CNC)=O (sarcosine ethyl ester hydrochloride). The product is C(C1=CC=CC=C1)N(C1=C(C(=CC=C1)NS(=O)(=O)C)C)CC1=CC=C(OC2=CC=C(C=C2)CCC(=O)N(CC(=O)O)C)C=C1 (N-[3-(4-{4-[(benzyl{2-methyl-3-[(methylsulfonyl)amino]phenyl}amino)methyl]phenoxy}phenyl)propanoyl]-N-methylglycine). Reaction SMILES: [CH2:1]([N:8]([CH2:21][C:22]1[CH:39]=[CH:38][C:25]([O:26][C:27]2[CH:32]=[CH:31][C:30]([CH2:33][CH2:34][C:35](O)=[O:36])=[CH:29][CH:28]=2)=[CH:24][CH:23]=1)[C:9]1[CH:14]=[CH:13][CH:12]=[C:11]([NH:15][S:16]([CH3:19])(=[O:18])=[O:17])[C:10]=1[CH3:20])[C:2]1[CH:7]=[CH:6][CH:5]=[CH:4][CH:3]=1.Cl.C([O:43][C:44](=[O:48])[CH2:45][NH:46][CH3:47])C>>[CH2:1]([N:8]([CH2:21][C:22]1[CH:23]=[CH:24][C:25]([O:26][C:27]2[CH:28]=[CH:29][C:30]([CH2:33][CH2:34][C:35]([N:46]([CH3:47])[CH2:45][C:44]([OH:43])=[O:48])=[O:36])=[CH:31][CH:32]=2)=[CH:38][CH:39]=1)[C:9]1[CH:14]=[CH:13][CH:12]=[C:11]([NH:15][S:16]([CH3:19])(=[O:17])=[O:18])[C:10]=1[CH3:20])[C:2]1[CH:3]=[CH:4][CH:5]=[CH:6][CH:7]=1 |f:1.2|. Procedure: The product from Example 104A and sarcosine ethyl ester hydrochloride were processed as described in Example 104B to provide the title compound. 1H NMR (300 MHz, DMSO-d6) δ8.97 (s, 1 H), 7.15-7.38 (m, 8 H), 7.02 (m, 4 H), 6.87 (m, 4 H), 4.12 (s, 1 H), 4.06 (s, 2 H), 4.01 (s, 2 H), 3.99 (s, 1 H), 2.99 (s, 2 H), 2.91 (s, 3 H), 2.82 (s, 1 H), 2.76 (m, 2 H), 2.62 (m, 2 H), 2.39 (s, 3 H); MS (ESI) m/z 616 (M+H+).